Dataset: the Open Reaction Database (ORD), a public repository of structured organic reaction records. Task: describe an organic reaction: reactants, conditions, products, and yield The reactants are Nc1c(-c2ccccc2)c(=O)[nH]c2cc(Cl)ccc12, O=S(=O)(Cl)Cl, c1ccccc1. Yields the product O=c1[nH]c2cc(Cl)ccc2c(NS(=O)(=O)c2ccccc2)c1-c1ccccc1. RXN SMILES: [NH2:12][c:13]1[c:14](-[c:25]2[cH:26][cH:27][cH:28][cH:29][cH:30]2)[c:15](=[O:24])[nH:16][c:17]2[cH:18][c:19]([Cl:23])[cH:20][cH:21][c:22]12.[S:1](=[O:2])(=[O:3])([Cl:4])[Cl:5].[cH:6]1[cH:7][cH:8][cH:9][cH:10][cH:11]1>>[S:1](=[O:2])(=[O:3])([c:6]1[cH:7][cH:8][cH:9][cH:10][cH:11]1)[NH:12][c:13]1[c:14](-[c:25]2[cH:26][cH:27][cH:28][cH:29][cH:30]2)[c:15](=[O:24])[nH:16][c:17]2[cH:18][c:19]([Cl:23])[cH:20][cH:21][c:22]12.